From a dataset of the Open Reaction Database (ORD), a public repository of structured organic reaction records. describe an organic reaction: reactants, conditions, products, and yield Reactants: CC(C)=C (isobutylene), ice, BrC=1C(=C(C(=NC1C)C)[C@@H](C(=O)OCC)O)N1CCC(CC1)(C)C ((S)-ethyl 2-(5-bromo-4-(4,4-dimethylpiperidin-1-yl)-2,6-dimethylpyridin-3-yl)-2-hydroxyacetate), HClO4, CC(C)=C (isobutylene). The solvent is C(Cl)Cl (CH2Cl2). Conditions: time 2 hour. Yields the product BrC=1C(=C(C(=NC1C)C)[C@@H](C(=O)OCC)OC(C)(C)C)N1CCC(CC1)(C)C ((S)-ethyl 2-(5-bromo-4-(4,4-dimethylpiperidin-1-yl)-2,6-dimethylpyridin-3-yl)-2-(tert-butoxy)acetate). The yield is 83.0%. RXN SMILES: [Br:1][C:2]1[C:3]([N:17]2[CH2:22][CH2:21][C:20]([CH3:24])([CH3:23])[CH2:19][CH2:18]2)=[C:4]([C@H:10]([OH:16])[C:11]([O:13][CH2:14][CH3:15])=[O:12])[C:5]([CH3:9])=[N:6][C:7]=1[CH3:8].[CH3:25][C:26](=[CH2:28])[CH3:27]>C(Cl)Cl>[Br:1][C:2]1[C:3]([N:17]2[CH2:18][CH2:19][C:20]([CH3:23])([CH3:24])[CH2:21][CH2:22]2)=[C:4]([C@H:10]([O:16][C:26]([CH3:28])([CH3:27])[CH3:25])[C:11]([O:13][CH2:14][CH3:15])=[O:12])[C:5]([CH3:9])=[N:6][C:7]=1[CH3:8]. Reported procedure: A stirred ice-cold yellow mixture of (S)-ethyl 2-(5-bromo-4-(4,4-dimethylpiperidin-1-yl)-2,6-dimethylpyridin-3-yl)-2-hydroxyacetate (2.45 g, 6.14 mmol) and 70% HClO4 (1.054 ml, 12.27 mmol) in CH2Cl2 (100 mL) was saturated with isobutylene gas by bubbling through the reaction mixture (10 min). After 2 h, cold bath was removed and the turbid reaction mixture stirred for 22 h at rt. LCMS at this point showed 4:1 product to sm. So, saturated with isobutylene (5 min) at rt and stirred for additional ... Reactants: C(C)(C)(C)C1=CC=C(C=C1)C1=CC=C2C=CN(C2=C1)C (6-[4-(tert-butyl)phenyl]-1-methyl-1H-indole), C(C(=O)Cl)(=O)Cl (oxalyl chloride), C(C)O (ethanol). Product: C(C)(C)(C)C1=CC=C(C=C1)C1=CC=C2C(=CN(C2=C1)C)C(C(=O)OCC)=O (Ethyl 2-{6-[4-(tert-butyl)phenyl]-1-methyl-1H-indol-3-yl}-2-oxoacetate), solid. Yield: 44.0%. RXN SMILES: [C:1]([C:5]1[CH:10]=[CH:9][C:8]([C:11]2[CH:19]=[C:18]3[C:14]([CH:15]=[CH:16][N:17]3[CH3:20])=[CH:13][CH:12]=2)=[CH:7][CH:6]=1)([CH3:4])([CH3:3])[CH3:2].[C:21](Cl)(=[O:25])[C:22](Cl)=[O:23].[CH2:27]([OH:29])[CH3:28]>>[C:1]([C:5]1[CH:6]=[CH:7][C:8]([C:11]2[CH:19]=[C:18]3[C:14]([C:15]([C:21](=[O:25])[C:22]([O:29][CH2:27][CH3:28])=[O:23])=[CH:16][N:17]3[CH3:20])=[CH:13][CH:12]=2)=[CH:9][CH:10]=1)([CH3:4])([CH3:2])[CH3:3]. Reported procedure: Ethyl 2-{6-[4-(tert-butyl)phenyl]-1-methyl-1H-indol-3-yl}-2-oxoacetate was prepared from 6-[4-(tert-butyl)phenyl]-1-methyl-1H-indole (0.230 g, 0.874 mmol), oxalyl chloride (0.16 mL, 1.8 mmol), and ethanol (2 mL) following the procedure described in Step 3 of Example 1. The compound was purified by HPLC using 30% ethyl acetate in hexane as the mobile phase and dried for 20 minutes at 60° C. to yield a light yellow solid (0.141 g, 44%). 1HNMR (300 MHz, DMSO-d6): δ 8.5 (s, 1H), 8.2 (d, 1H, J=8.3 Hz... Reactants: BrC1=NC=2N(C(N(C(C2N1CCC(C)C)=O)CCCO[Si](C)(C)C(C)(C)C)=O)C (8-Bromo-1-(3-((tert-butyldimethylsilyl)oxy)propyl)-7-isopentyl-3-methyl-1H-purine-2,6(3H,7H)-dione), C([O-])([O-])=O.[K+].[K+] (potassium carbonate), BrC1=NC=2N(C(N(C(C2N1CCC(C)C)=O)CCCO[Si](C)(C)C(C)(C)C)=O)C (8-Bromo-1-(3-((tert-butyldimethylsilyl)oxy)propyl)-7-isopentyl-3-methyl-1H-purine-2,6(3H,7H)-dione), ClC=1C=C(C=CC1)O (3-chlorophenol). Run in CN(C)C=O (DMF), O (water). Reaction conditions: temperature 90 celsius. The product is [Si](C)(C)(C(C)(C)C)OCCCN1C(N(C=2N=C(N(C2C1=O)CCC(C)C)OC1=CC(=CC=C1)Cl)C)=O (3-((tert-butyldimethylsilyl)oxy)propyl-8-(3-chlorophenoxy)-7-isopentyl-3-methyl-1H-purine-2,6(3H,7H)-dione). The yield is 99.8%. As a reaction SMILES: Br[C:2]1[N:10]([CH2:11][CH2:12][CH:13]([CH3:15])[CH3:14])[C:9]2[C:8](=[O:16])[N:7]([CH2:17][CH2:18][CH2:19][O:20][Si:21]([C:24]([CH3:27])([CH3:26])[CH3:25])([CH3:23])[CH3:22])[C:6](=[O:28])[N:5]([CH3:29])[C:4]=2[N:3]=1.[Cl:30][C:31]1[CH:32]=[C:33]([OH:37])[CH:34]=[CH:35][CH:36]=1.C(=O)([O-])[O-].[K+].[K+]>CN(C=O)C.O>[Si:21]([O:20][CH2:19][CH2:18][CH2:17][N:7]1[C:8](=[O:16])[C:9]2[N:10]([CH2:11][CH2:12][CH:13]([CH3:15])[CH3:14])[C:2]([O:37][C:33]3[CH:34]=[CH:35][CH:36]=[C:31]([Cl:30])[CH:32]=3)=[N:3][C:4]=2[N:5]([CH3:29])[C:6]1=[O:28])([C:24]([CH3:27])([CH3:26])[CH3:25])([CH3:23])[CH3:22] |f:2.3.4|. Reported procedure: Step 1 8-Bromo-1-(3-((tert-butyldimethylsilyl)oxy)propyl)-7-isopentyl-3-methyl-1H-purine-2,6(3H,7H)-dione (0.50 g, 1.03 mmol, intermediate 82), 3-chlorophenol (0.14 g, 1.08 mmol), potassium carbonate (0.29 g, 2.06 mmol) were combined in DMF (5 mL) and heated at 90° C. for 15 h. The reaction was cooled, diluted with water (100 mL) and extracted with ethyl acetate (3×75 mL). The combined extracts were washed with 1 N LiCl (2×75 mL), dried with magnesium sulfate, filtered and evaporated under reduc... The reactants are C(C1=CC=CC=C1)(=O)C1=CC=CC=C1 (benzophenone), C1=CC=CC1 (cyclopentadiene), C(C)O.[O-]CC.[Na+] (ethanol sodium ethoxide). Product: C1(=CC=CC=C1)C1=C(C(C=C1)=C)C1=CC=CC=C1 (Diphenyl Fulvene). RXN SMILES: [C:1]([C:9]1[CH:14]=[CH:13][CH:12]=[CH:11][CH:10]=1)(=O)[C:2]1[CH:7]=[CH:6][CH:5]=[CH:4][CH:3]=1.[CH:15]1[CH2:19]C=[CH:17][CH:16]=1.[CH2:20](O)C.[O-]CC.[Na+]>>[C:11]1([C:12]2[CH:13]=[CH:14][C:9](=[CH2:20])[C:1]=2[C:2]2[CH:3]=[CH:4][CH:5]=[CH:6][CH:7]=2)[CH:10]=[CH:17][CH:16]=[CH:15][CH:19]=1 |f:2.3.4|. Reported procedure: About equal molar amounts of benzophenone and cyclopentadiene are reacted in an ethanol/sodium ethoxide solution according to the method suggested by Kice, JACS 80, 3796 (1958). The dark red crystals obtained are recrystallized from ethanol and dried under vacuum. Starting materials: CNC(=O)CN1CCC(Oc2cc(C#N)ccc2OC)CC1, CCC#N, CC(=O)O, N, O, O=[N+]([O-])O, O=S(=O)(O)O. Product: CNC(=O)CN1CCC(Oc2cc(C#N)c([N+](=O)[O-])cc2OC)CC1. Reaction SMILES: [C:1](#[N:2])[c:3]1[cH:4][cH:5][c:6]([O:21][CH3:22])[c:7]([O:8][CH:9]2[CH2:10][CH2:11][N:12]([CH2:15][C:16](=[O:17])[NH:18][CH3:19])[CH2:13][CH2:14]2)[cH:20]1.[C:37](#[N:38])[CH2:39][CH3:40].[CH3:23][C:24](=[O:25])[OH:26].[NH3:36].[OH2:41].[OH:32][N+:33]([O-:34])=[O:35].[S:27](=[O:28])(=[O:29])([OH:30])[OH:31]>>[C:1](#[N:2])[c:3]1[c:4]([N+:33](=[O:32])[O-:34])[cH:5][c:6]([O:21][CH3:22])[c:7]([O:8][CH:9]2[CH2:10][CH2:11][N:12]([CH2:15][C:16](=[O:17])[NH:18][CH3:19])[CH2:13][CH2:14]2)[cH:20]1. Reactants: C1CCOC1, N#Cc1c(Cl)nc(SCc2csc(-c3ccc(Cl)cc3)n2)c(C#N)c1-c1ccc(OCCO)cc1, Cl, CNCC(F)(F)F, CN(C)C=O, O. Yields the product CN(CC(F)(F)F)c1nc(SCc2csc(-c3ccc(Cl)cc3)n2)c(C#N)c(-c2ccc(OCCO)cc2)c1C#N. As a reaction SMILES: [CH2:50]1[O:51][CH2:52][CH2:53][CH2:54]1.[Cl:9][c:10]1[n:11][c:12]([S:30][CH2:31][c:32]2[n:33][c:34](-[c:37]3[cH:38][cH:39][c:40]([Cl:43])[cH:41][cH:42]3)[s:35][cH:36]2)[c:13]([C:28]#[N:29])[c:14](-[c:18]2[cH:19][cH:20][c:21]([O:24][CH2:25][CH2:26][OH:27])[cH:22][cH:23]2)[c:15]1[C:16]#[N:17].[ClH:1].[F:2][C:3]([CH2:4][NH:5][CH3:6])([F:7])[F:8].[O:44]=[CH:45][N:46]([CH3:47])[CH3:48].[OH2:49]>>[F:2][C:3]([CH2:4][N:5]([CH3:6])[c:10]1[n:11][c:12]([S:30][CH2:31][c:32]2[n:33][c:34](-[c:37]3[cH:38][cH:39][c:40]([Cl:43])[cH:41][cH:42]3)[s:35][cH:36]2)[c:13]([C:28]#[N:29])[c:14](-[c:18]2[cH:19][cH:20][c:21]([O:24][CH2:25][CH2:26][OH:27])[cH:22][cH:23]2)[c:15]1[C:16]#[N:17])([F:7])[F:8].